This data is from the Open Reaction Database (ORD), a public repository of structured organic reaction records. The task is: describe an organic reaction: reactants, conditions, products, and yield The reactants are [NH-]OCc1ccccc1, CO, Cc1ccc(S(=O)(=O)N2CCCC2C(=O)NC(Cc2ccccc2)C(=O)O)cc1. Yields the product [NH-]O, Cc1ccc(S(=O)(=O)N2CCCC2C(=O)NC(Cc2ccccc2)C(=O)O)cc1. Reaction SMILES: [CH2:30]([c:31]1[cH:32][cH:33][cH:34][cH:35][cH:36]1)[O:37][NH-:38].[CH3:39][OH:40].[c:1]1([CH3:29])[cH:2][cH:3][c:4]([S:7](=[O:8])(=[O:9])[N:10]2[CH:11]([C:12](=[O:13])[NH:14][CH:15]([CH2:16][c:17]3[cH:18][cH:19][cH:20][cH:21][cH:22]3)[C:23](=[O:24])[OH:25])[CH2:26][CH2:27][CH2:28]2)[cH:5][cH:6]1>>[OH:37][NH-:38].[c:1]1([CH3:29])[cH:2][cH:3][c:4]([S:7](=[O:8])(=[O:9])[N:10]2[CH:11]([C:12](=[O:13])[NH:14][CH:15]([CH2:16][c:17]3[cH:18][cH:19][cH:20][cH:21][cH:22]3)[C:23](=[O:24])[OH:25])[CH2:26][CH2:27][CH2:28]2)[cH:5][cH:6]1.